This data is from the Open Reaction Database (ORD), a public repository of structured organic reaction records. The task is: describe an organic reaction: reactants, conditions, products, and yield Reactants: CC(C)NC[C@@H]1N(CCN(C1)C(=O)OC(C)(C)C)C(=O)OC(C)(C)C (di-tert-butyl (2S)-2-(((1-methylethyl)amino)methyl)-1,4-piperazinedicarboxylate), CCN(C(C)C)C(C)C (DIPEA), CS(=O)(=O)Cl (methanesulfonyl chloride), CS(=O)(=O)Cl (methanesulfonyl chloride). The reagents and catalysts are CN(C)C=1C=CN=CC1 (DMAP). The solvent is C(Cl)Cl (CH2Cl2). Conditions: time 1 hour. Product: CC(C)N(S(=O)(=O)C)C[C@@H]1N(CCN(C1)C(=O)OC(C)(C)C)C(=O)OC(C)(C)C (di-tert-butyl (2R)-2-(((1-methylethyl)(methylsulfonyl)amino)methyl)-1,4-piperazinedicarboxylate). Yield: 74.6%. Reaction SMILES: [CH3:1][CH:2]([NH:4][CH2:5][C@H:6]1[CH2:11][N:10]([C:12]([O:14][C:15]([CH3:18])([CH3:17])[CH3:16])=[O:13])[CH2:9][CH2:8][N:7]1[C:19]([O:21][C:22]([CH3:25])([CH3:24])[CH3:23])=[O:20])[CH3:3].CCN(C(C)C)C(C)C.[CH3:35][S:36](Cl)(=[O:38])=[O:37]>CN(C1C=CN=CC=1)C.C(Cl)Cl>[CH3:3][CH:2]([N:4]([CH2:5][C@H:6]1[CH2:11][N:10]([C:12]([O:14][C:15]([CH3:16])([CH3:17])[CH3:18])=[O:13])[CH2:9][CH2:8][N:7]1[C:19]([O:21][C:22]([CH3:23])([CH3:25])[CH3:24])=[O:20])[S:36]([CH3:35])(=[O:38])=[O:37])[CH3:1]. Procedure: A 500-mL round-bottomed flask was charged with di-tert-butyl (2S)-2-(((1-methylethyl)amino)methyl)-1,4-piperazinedicarboxylate (0.69 g, 1.9 mmol), DMAP (0.0358 g, 0.293 mmol), DIPEA (1.40 mL, 8.05 mmol) and CH2Cl2 (8 mL). To this mixture was added methanesulfonyl chloride (0.299 mL, 3.86 mmol) at room temperature. After 20 min at room temperature additional methanesulfonyl chloride (0.10 mL, 1.3 mmol) was added and stirring was continued at room temperature for an additional 1 h. The reaction mi... The reactants are [BH4-], N#Cc1ccnc(Sc2cccc(C(=O)O)c2)c1, [Na+], C1COCCO1, O, O=S(Cl)Cl. Product: N#Cc1ccnc(Sc2cccc(CO)c2)c1. RXN SMILES: [BH4-:19].[C:1](#[N:2])[c:3]1[cH:4][c:5]([S:9][c:10]2[cH:11][c:12]([C:13](=[O:14])[OH:15])[cH:16][cH:17][cH:18]2)[n:6][cH:7][cH:8]1.[Na+:20].[O:26]1[CH2:27][CH2:28][O:29][CH2:30][CH2:31]1.[OH2:21].[S:22]([Cl:23])([Cl:24])=[O:25]>>[C:1](#[N:2])[c:3]1[cH:4][c:5]([S:9][c:10]2[cH:11][c:12]([CH2:13][OH:14])[cH:16][cH:17][cH:18]2)[n:6][cH:7][cH:8]1. The reactants are C(C)C1=NC=2C(=NC(=CC2C)C)N1C1=CC=C(C=C1)CCNC(=O)NS(=O)(=O)C1=CC=C(C=C1)C (2-ETHYL-5,7-DIMETHYL-3-(4-{2-[({[(4-METHYLPHENYL)SULFONYL]AMINO}CARBONYL)AMINO]ETHYL}PHENYL)-3H-IMIDAZO[4,5-b]PYRIDINE), NC1=CC(=C(C=C1)C(C)O)Cl (4-amino-2-chloro-phenylethanol). Product: ClC1=C(C=CC(=C1)CCNC(=O)NS(=O)(=O)C1=CC=C(C=C1)C)N1C(=NC=2C1=NC(=CC2C)C)CC (3-(2-CHLORO-4-{2-[({[(4-METHYLPHENYL)SULFONYL]AMINO}CARBONYL)AMINO]ETHYL}PHENYL)-2-ETHYL-5,7-DIMETHYL-3H-IMIDAZO[4,5-B]PYRIDINE). Reaction SMILES: [CH2:1]([C:3]1[N:13]([C:14]2[CH:19]=[CH:18][C:17]([CH2:20][CH2:21][NH:22][C:23]([NH:25][S:26]([C:29]3[CH:34]=[CH:33][C:32]([CH3:35])=[CH:31][CH:30]=3)(=[O:28])=[O:27])=[O:24])=[CH:16][CH:15]=2)[C:6]2=[N:7][C:8]([CH3:12])=[CH:9][C:10]([CH3:11])=[C:5]2[N:4]=1)[CH3:2].NC1C=CC(C(O)C)=C([Cl:46])C=1>>[Cl:46][C:19]1[CH:18]=[C:17]([CH2:20][CH2:21][NH:22][C:23]([NH:25][S:26]([C:29]2[CH:34]=[CH:33][C:32]([CH3:35])=[CH:31][CH:30]=2)(=[O:28])=[O:27])=[O:24])[CH:16]=[CH:15][C:14]=1[N:13]1[C:6]2=[N:7][C:8]([CH3:12])=[CH:9][C:10]([CH3:11])=[C:5]2[N:4]=[C:3]1[CH2:1][CH3:2]. Reported procedure: The title compound was prepared according to the procedure described in step 3 of Example 1 from 4,6-Dimethyl-3-nitro-2-pyridine (0.66 g, 3.8 mmol, step 2 of Example 1) and 4-amino-2-chloro-phenylethanol (0.72 g, 3.8 mmol, Eur. J. Med. Chem., 1996, 31, 133.). Reaction SMILES: [OH-].[Sr+2].[OH-].Cl.[C:5]([OH:17])(=[O:16])[CH:6]([CH:8]([CH2:12][C:13]([OH:15])=[O:14])[C:9]([OH:11])=[O:10])O>O>[CH2:12]([C:13]([OH:15])=[O:14])/[C:8](/[C:9]([OH:11])=[O:10])=[CH:6]\[C:5]([OH:17])=[O:16] |f:0.1.2|. Procedure details: Thirty one grams (0.1 mole) of the product prepared in Example I-B is mixed with 300 mls water. 79 grams of strontium hydroxide (0.65 mole) is added slowly at 65°-70° C. while maintaining the pH at 10-10.5. The mixture is stirred for an additional three hours after the addition of the strontium hydroxide. The solution is cooled and 180 grams of 10% hydrochloric acid is added slowly to a pH of 1.3. The acidified solution is next evaporated to dryness in vacuo. The residue is extracted with aceton... The product is C(/C(=C\C(=O)O)/C(=O)O)C(=O)O (trans-aconitic acid). The solvent is O (water). Reaction conditions: time 3 hour. Yield: 60.5%. Reactants: product, Cl (hydrochloric acid), [OH-].[Sr+2].[OH-] (strontium hydroxide), mixture, lactones, C(C(O)C(C(=O)O)CC(=O)O)(=O)O (isocitric acid), [OH-].[Sr+2].[OH-] (strontium hydroxide).